Dataset: the Open Reaction Database (ORD), a public repository of structured organic reaction records. Task: describe an organic reaction: reactants, conditions, products, and yield Reactants: [C-]#N.[Na+] (sodium cyanide), C(CCC)C=1N(C(=C(N1)Cl)C=O)CC1=CC=C(C=C1)C=1N=C2N(C=CC=C2)C1C(=O)OCC (Ethyl 2-[4-[(2-n-butyl-4-chloro-5-formylimidazole-1-yl)methyl]phenyl]imidazo[1,2-a]pyridine-3-carboxylate), C(C)(=O)O (acetic acid). Reagents/catalysts: [O-2].[O-2].[Mn+4] (manganese dioxide). Run in C(C)O (ethanol). Conditions: time 32 hour. Yields the product C(CCC)C=1N(C(=C(N1)Cl)C(=O)OCC)CC1=CC=C(C=C1)C=1N=C2N(C=CC=C2)C1C(=O)OCC (Ethyl 2-[4-[(2-n-butyl-4-chloro-5-ethoxycarbonyl-imidazol-1-yl)methyl]phenyl]imidazo[1,2-a]pyridine-3-carboxylate). RXN SMILES: [CH2:1]([C:5]1[N:6]([CH2:13][C:14]2[CH:19]=[CH:18][C:17]([C:20]3[N:21]=[C:22]4[CH:27]=[CH:26][CH:25]=[CH:24][N:23]4[C:28]=3[C:29]([O:31][CH2:32][CH3:33])=[O:30])=[CH:16][CH:15]=2)[C:7]([CH:11]=[O:12])=[C:8]([Cl:10])[N:9]=1)[CH2:2][CH2:3][CH3:4].[C-]#N.[Na+].[C:37](O)(=[O:39])[CH3:38]>C(O)C.[O-2].[O-2].[Mn+4]>[CH2:1]([C:5]1[N:6]([CH2:13][C:14]2[CH:15]=[CH:16][C:17]([C:20]3[N:21]=[C:22]4[CH:27]=[CH:26][CH:25]=[CH:24][N:23]4[C:28]=3[C:29]([O:31][CH2:32][CH3:33])=[O:30])=[CH:18][CH:19]=2)[C:7]([C:11]([O:39][CH2:37][CH3:38])=[O:12])=[C:8]([Cl:10])[N:9]=1)[CH2:2][CH2:3][CH3:4] |f:1.2,5.6.7|. Procedure: 0.28 g (0.6 mmol) of compound A from Example 1d) is dissolved in 5 ml of ethanol. 0.15 g of sodium cyanide is added followed by 53 μl of glacial acetic acid and 1.25 g of manganese dioxide. Stirring at RT for 32 h is followed by filtration with suction, washing with ethanol and concentration of the filtrate. After taking up in H2O, the pH is adjusted to 3-4 with 2% HCl, and extraction with CH2Cl2 is carried out. The organic phase is dried with Na2SO4 and then concentrated. The crude product is r... Reactants: Cc1nc(C(C)O)cn1Cc1ccccc1, CO, [H][H]. The product is Cc1nc(C(C)O)c[nH]1. RXN SMILES: [CH2:1]([c:2]1[cH:3][cH:4][cH:5][cH:6][cH:7]1)[n:8]1[c:9]([CH3:16])[n:10][c:11]([CH:13]([CH3:14])[OH:15])[cH:12]1.[CH3:19][OH:20].[H:17][H:18]>>[nH:8]1[c:9]([CH3:16])[n:10][c:11]([CH:13]([CH3:14])[OH:15])[cH:12]1. Yield: 75.3%. The solvent is C(Cl)(Cl)Cl (chloroform), C(C)O (ethanol), C(Cl)(Cl)Cl (chloroform). Reactants: N1=CC=CC=C1 (pyridine), N (ammonia), C(CC)(=O)Cl (propionyl chloride), NC1=C(C=NN1C1=C(C=C(C=C1)OC(F)(F)F)Cl)C#N (5-amino-4-cyano-1-(2-chloro-4-trifluoromethoxy-phenyl)-pyrazole). Procedure: 10 ml (0.11 mole) of propionyl chloride are added to 2.9 g (0.01 mole) of 5-amino-4-cyano-1-(2-chloro-4-trifluoromethoxy-phenyl)-pyrazole in 30 ml of chloroform at 0° C., with stirring, and a solution of 1.8 ml (0.02 mole) of pyridine in 15 ml of chloroform is then added, also at 0° C. When the addition has ended, stirring is continued at room temperature for 20 hours, the solvent is stripped off, the residue is taken up in 50 ml of ethanol, aqueous ammonia is added until the reaction is alkalin... Yields the product C(#N)C=1C=NN(C1NC(CC)=O)C1=C(C=C(C=C1)OC(F)(F)F)Cl (4-cyano-1-(2-chloro-4-trifluoromethoxy-phenyl)-5-propionylamino-pyrazole). RXN SMILES: [C:1](Cl)(=[O:4])[CH2:2][CH3:3].[NH2:6][C:7]1[N:11]([C:12]2[CH:17]=[CH:16][C:15]([O:18][C:19]([F:22])([F:21])[F:20])=[CH:14][C:13]=2[Cl:23])[N:10]=[CH:9][C:8]=1[C:24]#[N:25].N1C=CC=CC=1.N>C(Cl)(Cl)Cl.C(O)C>[C:24]([C:8]1[CH:9]=[N:10][N:11]([C:12]2[CH:17]=[CH:16][C:15]([O:18][C:19]([F:21])([F:22])[F:20])=[CH:14][C:13]=2[Cl:23])[C:7]=1[NH:6][C:1](=[O:4])[CH2:2][CH3:3])#[N:25]. Conditions: time 20 hour.